From a dataset of the Open Reaction Database (ORD), a public repository of structured organic reaction records. describe an organic reaction: reactants, conditions, products, and yield The reactants are cuprous cyanide, BrC=1C=CC2=C(N=C(S2)C)C1 (5-bromo-2-methylbenzothiazole), CN1C(CCC1)=O (N-methyl-2-pyrrolidone), O (water). Reagents/catalysts: S(=O)(=O)([O-])[O-].[Cu+2] (copper sulfate). Product: CC=1SC2=C(N1)C=C(C=C2)C#N (2-methyl-5-benzothiazolecarbonitrile). As a reaction SMILES: Br[C:2]1[CH:3]=[CH:4][C:5]2[S:9][C:8]([CH3:10])=[N:7][C:6]=2[CH:11]=1.O.[CH3:13][N:14]1CCCC1=O>S([O-])([O-])(=O)=O.[Cu+2]>[CH3:10][C:8]1[S:9][C:5]2[CH:4]=[CH:3][C:2]([C:13]#[N:14])=[CH:11][C:6]=2[N:7]=1 |f:3.4|. Procedure: 28.0 g of 5-bromo-2-methylbenzothiazole was dissolved in 200 ml of N-methyl-2-pyrrolidone, the solution thus prepared was mixed with 13.8 g of cuprous cyanide and a catalytically effective amount of copper sulfate, and the mixture was stirred for 4 hours with heating at a temperature of 180° to 190° C. in a stream of nitrogen. The resulting reaction solution was poured into water, and insoluble materials thus formed were collected by filtration. The thus collected insoluble materials were mixed ... Starting materials: OC1=C(C(C=CC2=CC(=C(C=C2)OCOC)OC)=O)C(=CC(=C1CC=C(C)C)OC)OC (2'-hydroxy-3,4',6'-trimethoxy-4-methoxymethoxy3'-(3-methyl-2-butenyl)chalcone), [H][H] (hydrogen), [H][H] (hydrogen). Reagents/catalysts: [Pd] (palladium/carbon). The solvent is C(C)(=O)OCC (ethyl acetate), C(C)(=O)OCC (ethyl acetate). The product is OC1=C(C(=CC(=C1CCC(C)C)OC)OC)C(CCC1=CC(=C(C=C1)OCOC)OC)=O (1-(2-hydroxy-4,6-dimethoxy-3-isopentylphenyl)3-(3-methoxy-4-methoxymethoxyphenyl)-1-propanone). Isolated yield 87.8%. RXN SMILES: [OH:1][C:2]1[C:23]([CH2:24][CH:25]=[C:26]([CH3:28])[CH3:27])=[C:22]([O:29][CH3:30])[CH:21]=[C:20]([O:31][CH3:32])[C:3]=1[C:4](=[O:19])[CH:5]=[CH:6][C:7]1[CH:12]=[CH:11][C:10]([O:13][CH2:14][O:15][CH3:16])=[C:9]([O:17][CH3:18])[CH:8]=1.[H][H]>[Pd].C(OCC)(=O)C>[OH:1][C:2]1[C:23]([CH2:24][CH2:25][CH:26]([CH3:28])[CH3:27])=[C:22]([O:29][CH3:30])[CH:21]=[C:20]([O:31][CH3:32])[C:3]=1[C:4](=[O:19])[CH2:5][CH2:6][C:7]1[CH:12]=[CH:11][C:10]([O:13][CH2:14][O:15][CH3:16])=[C:9]([O:17][CH3:18])[CH:8]=1. Procedure details: An ethyl acetate solution of 7.0 g of the so-obtained 2'-hydroxy-3,4',6'-trimethoxy-4-methoxymethoxy3'-(3-methyl-2-butenyl)chalcone was added to an ethyl acetate solution of 1.0 g of 5% palladium/carbon, in which hydrogen had been adsorbed in advance, and the mixture was strongly stirred and hydrogen was adsorbed. Then, the mixture was stirred overnight, the palladium/carbon was removed by using Celite and the solvent was removed by distillation. The residue was dissolved in diethyl ether and cr... Starting materials: CC(=O)C1=CC=C(C=C1)I (4-iodoacetophenone), COC(N(C)C)OC (N,N-dimethylformamide dimethyl acetal). Product: IC1=CC=C(C=C1)C(C=CN(C)C)=O (1-(4-iodophenyl)-3-dimethylamino-2-propen-1-one). RXN SMILES: [CH3:1][C:2]([C:4]1[CH:9]=[CH:8][C:7]([I:10])=[CH:6][CH:5]=1)=[O:3].CO[CH:13](OC)[N:14]([CH3:16])[CH3:15]>>[I:10][C:7]1[CH:8]=[CH:9][C:4]([C:2](=[O:3])[CH:1]=[CH:13][N:14]([CH3:16])[CH3:15])=[CH:5][CH:6]=1. Procedure: A solution of 4-iodoacetophenone (6.15 g) in N,N-dimethylformamide dimethyl acetal (6.5 ml) was heated at reflux for 8 hours. The reaction mixture was evaporated and the solid residue was recrystallised from acetonitrile to give 1-(4-iodophenyl)-3-dimethylamino-2-propen-1-one (4.38 g), as a solid, m.p. 117°-118° C.; NMR(CDCl3): 2.60-3.50(6H,br.d), 5.64(1H,d), 7.62(2H,d), 7.77(2H,d) and 7.80(1H,d), m/z 302(M+H). A mixture of 1-(4-iodophenyl)-3-dimethylamino-2-propen-1-one (3.0 g) and hydroxylamin... The reactants are Cl.ClC1=CC=C(C=C1)NN (p-Chlorophenylhydrazine hydrochloride), C1(CCCCC1)=O (cyclohexanone), N1=CC=CC=C1 (pyridine). The solvent is O (water). Yields the product ClC=1C=CC=C2C=3CCCCC3NC12 (8-Chloro-1,2,3,4-tetrahydrocarbazole). As a reaction SMILES: [ClH:1].Cl[C:3]1[CH:8]=[CH:7][C:6]([NH:9]N)=[CH:5][CH:4]=1.[C:11]1(=O)[CH2:16][CH2:15][CH2:14][CH2:13][CH2:12]1.N1C=CC=CC=1>O>[Cl:1][C:5]1[CH:4]=[CH:3][CH:8]=[C:7]2[C:6]=1[NH:9][C:11]1[CH2:16][CH2:15][CH2:14][CH2:13][C:12]2=1 |f:0.1|. Procedure details: p-Chlorophenylhydrazine hydrochloride (1.79 g., 0.010 mole) is added to a solution of 1.0 ml. (0.010 mole ) cyclohexanone and 3.0 ml. pyridine. The resulting mixture is heated under nitrogen at reflux for 4 hours, cooled to room temperature and water added to precipitate the product. After crystallization from ethanol-water 1.34 g. of the title compound was obtained, M.P. 144.0°-145.5° C. A second crop of crystals 0.18 g. is obtained from the mother liquor. Total yield, 74%.